describe an organic reaction: reactants, conditions, products, and yield From a dataset of the Open Reaction Database (ORD), a public repository of structured organic reaction records. Starting materials: OCCC1=C(C=CC=C1C)O (2-(2-hydroxyethyl)-3-methylphenol), [OH-].[Na+] (sodium hydroxide), erythro-(1-bromoethyl)oxirane. Solvent: O (water), COCCOC (1,2-dimethoxyethane). Reaction conditions: time 72 hour. Yields the product CC1OC1COC1=C(C=CC=C1)CCO (2-methyl-3-[2-(2-hydroxyethyl)phenoxymethyl]oxirane). The yield is 123.7%. Reaction SMILES: [OH:1][CH2:2][CH2:3][C:4]1[C:9](C)=[CH:8][CH:7]=[CH:6][C:5]=1[OH:11].[OH-:12].[Na+]>O.COCCOC>[CH3:2][CH:3]1[CH:4]([CH2:5][O:11][C:5]2[CH:6]=[CH:7][CH:8]=[CH:9][C:4]=2[CH2:3][CH2:2][OH:1])[O:12]1 |f:1.2|. Procedure: A mixture of 5.04 g (0.033 mole) of 2-(2-hydroxyethyl)-3-methylphenol, 1.33 g (0.033 mole) of sodium hydroxide in 135 ml of water, and 5.00 g (0.033 mmole) of erythro-(1-bromoethyl)oxirane in 25 ml of 1,2-dimethoxyethane was stirred at room temperature for about 72 hours. The mixture was extracted with 5×100 ml of ether. The extract was washed with dilute sodium hydroxide solution, dilute brine and saturated brine, dried over MgSO4 and concentrated in vacuo to give 4.25 g (58%) of 2-methyl-3-[2-... Yields the product Cl, Cc1nnc(-c2ccc3ncnc(Nc4ccc5c(cnn5Cc5cc(F)cc(F)c5)c4)c3c2)o1. Reaction SMILES: [Cl:20][c:21]1[n:22][cH:23][n:24][c:25]2[cH:26][cH:27][c:28](-[c:31]3[o:32][c:33]([CH3:36])[n:34][n:35]3)[cH:29][c:30]12.[F:1][c:2]1[cH:3][c:4]([CH2:5][n:6]2[n:7][cH:8][c:9]3[cH:10][c:11]([NH2:15])[cH:12][cH:13][c:14]23)[cH:16][c:17]([F:19])[cH:18]1>>[ClH:20].[F:1][c:2]1[cH:3][c:4]([CH2:5][n:6]2[n:7][cH:8][c:9]3[cH:10][c:11]([NH:15][c:21]4[n:22][cH:23][n:24][c:25]5[cH:26][cH:27][c:28](-[c:31]6[o:32][c:33]([CH3:36])[n:34][n:35]6)[cH:29][c:30]45)[cH:12][cH:13][c:14]23)[cH:16][c:17]([F:19])[cH:18]1. Reactants: Cc1nnc(-c2ccc3ncnc(Cl)c3c2)o1, Nc1ccc2c(cnn2Cc2cc(F)cc(F)c2)c1. Starting materials: CCCCCCCCN, CCO, CSc1ccc(OCCCCl)cc1, [I-], [K+]. The product is CCCCCCCCNCCCOc1ccc(SC)cc1. Reaction SMILES: [CH2:14]([CH2:15][CH2:16][CH2:17][CH2:18][CH2:19][CH2:20][CH3:21])[NH2:22].[CH3:25][CH2:26][OH:27].[Cl:1][CH2:2][CH2:3][CH2:4][O:5][c:6]1[cH:7][cH:8][c:9]([S:12][CH3:13])[cH:10][cH:11]1.[I-:24].[K+:23]>>[CH2:2]([CH2:3][CH2:4][O:5][c:6]1[cH:7][cH:8][c:9]([S:12][CH3:13])[cH:10][cH:11]1)[NH:22][CH2:14][CH2:15][CH2:16][CH2:17][CH2:18][CH2:19][CH2:20][CH3:21]. The reactants are Cl, NC1C2CC3CC1CN(C3)C2, O=C(O)c1csc2ccccc12. Product: Cl, O=C(NC1C2CC3CC1CN(C3)C2)c1csc2ccccc12. As a reaction SMILES: [ClH:1].[N:2]12[CH2:3][CH:4]3[CH:5]([NH2:12])[CH:6]([CH2:7][CH:8]([CH2:9]1)[CH2:10]3)[CH2:11]2.[s:13]1[cH:14][c:15]([C:22](=[O:23])[OH:24])[c:16]2[c:17]1[cH:18][cH:19][cH:20][cH:21]2>>[ClH:1].[N:2]12[CH2:3][CH:4]3[CH:5]([NH:12][C:22]([c:15]4[cH:14][s:13][c:17]5[c:16]4[cH:21][cH:20][cH:19][cH:18]5)=[O:23])[CH:6]([CH2:7][CH:8]([CH2:9]1)[CH2:10]3)[CH2:11]2. The reactants are C[Al](C)C (Me3Al), CN.Cl (MeNH2.HCl), COC(CC(C1=C(C=CC=C1)OC)C1=CC=C2C=CNC2=C1)=O (3-(1H-Indol-6-yl)-3-(2-methoxy-phenyl)-propionic acid methyl ester). The solvent is C1=CC=CC=C1 (benzene), C1=CC=CC=C1 (benzene). Run at temperature 5 celsius. Yields the product N1C=CC2=CC=C(C=C12)C(CC(=O)NC)C1=C(C=CC=C1)OC (3-(1H-Indol-6-yl)-3-(2-methoxy-phenyl)-N-methyl-propionamide). Yield: 94.3%. Reaction SMILES: [CH3:1][NH2:2].Cl.C[Al](C)C.CO[C:10](=[O:30])[CH2:11][CH:12]([C:21]1[CH:29]=[C:28]2[C:24]([CH:25]=[CH:26][NH:27]2)=[CH:23][CH:22]=1)[C:13]1[CH:18]=[CH:17][CH:16]=[CH:15][C:14]=1[O:19][CH3:20]>C1C=CC=CC=1>[NH:27]1[C:28]2[C:24](=[CH:23][CH:22]=[C:21]([CH:12]([C:13]3[CH:18]=[CH:17][CH:16]=[CH:15][C:14]=3[O:19][CH3:20])[CH2:11][C:10]([NH:2][CH3:1])=[O:30])[CH:29]=2)[CH:25]=[CH:26]1 |f:0.1|. Procedure: To a 5° C. stirring suspension of MeNH2.HCl (160 mg, 2.4 mmol) in benzene (2 ml) under N2, in a sealed tube was added dropwise Me3Al (2M in toluene, 1.2 ml, 2.4 mmol). The mixture was stirred at room temperature for 1 hour and a solution of 3-(1H-Indol-6-yl)-3-(2-methoxy-phenyl)-propionic acid methyl ester XXXVII (340 mg, 1.1 mmol) in benzene (10 ml) was added. The resulting mixture was stirred at 90° C. for about 4.5 hours, cooled to room temperature, and the reaction was quenched by slowly add...